From a dataset of the Open Reaction Database (ORD), a public repository of structured organic reaction records. describe an organic reaction: reactants, conditions, products, and yield The reactants are O=C([O-])[O-], CC#N, O=[N+]([O-])c1cc(Cl)cnc1Cl, [K+], [K+], Oc1ccc(O)cc1. Product: O=[N+]([O-])c1cc(Cl)cnc1Oc1ccc(O)cc1. As a reaction SMILES: [C:9](=[O:10])([O-:11])[O-:12].[CH3:26][C:27]#[N:28].[Cl:15][c:16]1[n:17][cH:18][c:19]([Cl:25])[cH:20][c:21]1[N+:22](=[O:23])[O-:24].[K+:13].[K+:14].[OH:1][c:2]1[cH:3][cH:4][c:5]([OH:6])[cH:7][cH:8]1>>[O:1]([c:2]1[cH:3][cH:4][c:5]([OH:6])[cH:7][cH:8]1)[c:16]1[n:17][cH:18][c:19]([Cl:25])[cH:20][c:21]1[N+:22](=[O:23])[O-:24]. Starting materials: C(CC#CCCCC)O (oct-3-yn-1-ol), C1(=CC=CC=C1)P(C1=CC=CC=C1)C1=CC=CC=C1 (triphenylphosphine), C1CC(=O)N(C1=O)Br (NBS). Run in CN(C)C=O (DMF). Conditions: temperature 0 celsius, time 30 minute. Yields the product BrCCC#CCCCC (1-bromo-oct-3-yne). Isolated yield 71.4%. As a reaction SMILES: [CH2:1](O)[CH2:2][C:3]#[C:4][CH2:5][CH2:6][CH2:7][CH3:8].C1(P(C2C=CC=CC=2)C2C=CC=CC=2)C=CC=CC=1.C1C(=O)N([Br:36])C(=O)C1>CN(C=O)C>[Br:36][CH2:1][CH2:2][C:3]#[C:4][CH2:5][CH2:6][CH2:7][CH3:8]. Procedure: To a solution of oct-3-yn-1-ol (1.26 g, 10.0 mmol) in DMF (25 mL) was added triphenylphosphine (2.92 g, 11.2 mmol). The solution was cooled to 0° C. and NBS (1.92 g, 10.8 mmol) was added in portions. After stirring for 30 min at room temperature, the reaction was quenched with methanol (1 mL). The solution was diluted with ether (150 mL), washed with water, saturated aqueous NaHCO3 and brine successively. The organic layer was dried and concentrated. The residue was purified by flash chromatogra... The reactants are CC(=O)[O-], CO, Cl, NO, [Na+], CCCn1c(=O)c2[nH]c(C34CCC(C=O)(CC3)CC4)nc2n(CCC)c1=O, O. Product: CCCn1c(=O)c2[nH]c(C34CCC(C=NO)(CC3)CC4)nc2n(CCC)c1=O. Reaction SMILES: [C:31]([O-:32])(=[O:33])[CH3:34].[CH3:36][OH:37].[ClH:28].[NH2:29][OH:30].[Na+:35].[O:1]=[c:2]1[n:3]([CH2:25][CH2:26][CH3:27])[c:4](=[O:24])[c:5]2[nH:6][c:7]([C:14]34[CH2:15][CH2:16][C:17]([CH:22]=[O:23])([CH2:18][CH2:19]3)[CH2:20][CH2:21]4)[n:8][c:9]2[n:10]1[CH2:11][CH2:12][CH3:13].[OH2:38]>>[O:1]=[c:2]1[n:3]([CH2:25][CH2:26][CH3:27])[c:4](=[O:24])[c:5]2[nH:6][c:7]([C:14]34[CH2:15][CH2:16][C:17]([CH:22]=[N:29][OH:30])([CH2:18][CH2:19]3)[CH2:20][CH2:21]4)[n:8][c:9]2[n:10]1[CH2:11][CH2:12][CH3:13]. Reactants: CC(C)([O-])C.[K+] (potassium t-butoxide), [Br-].C(=O)(O)CCCC[P+](C1=CC=CC=C1)(C1=CC=CC=C1)C1=CC=CC=C1 ((4-carboxybutyl)triphenylphosphonium bromide), CC1=CC=C(C=C1)C=1C(=CC=CC1)C(=O)NC1=CC=C(C(=O)N(C2=C(C=CC=C2)C=O)C)C=C1 (4-(4′-methylbiphenyl-2-carboxamido)-N-methyl-N-(2-formylphenyl)benzamide). Solvent: C(C)(=O)OCC (ethyl acetate), CN(C(C)=O)C (N,N-dimethylacetamide). Conditions: time 30 minute. The product is CC1=CC=C(C=C1)C=1C(=CC=CC1)C(=O)NC1=CC=C(C(=O)N(C2=C(C=CC=C2)C=CCCCC(=O)O)C)C=C1 (4-(4′-methylbiphenyl-2-carboxamido)-N-methyl-N-[2-(5-carboxypenten-1-yl)phenyl]benzamide). Isolated yield 67.7%. RXN SMILES: [Br-].[C:2]([CH2:5][CH2:6][CH2:7][CH2:8][P+](C1C=CC=CC=1)(C1C=CC=CC=1)C1C=CC=CC=1)([OH:4])=[O:3].[CH3:28]C(C)([O-])C.[K+].[CH3:34][C:35]1[CH:40]=[CH:39][C:38]([C:41]2[C:42]([C:47]([NH:49][C:50]3[CH:67]=[CH:66][C:53]([C:54]([N:56]([CH3:65])[C:57]4[CH:62]=[CH:61][CH:60]=[CH:59][C:58]=4C=O)=[O:55])=[CH:52][CH:51]=3)=[O:48])=[CH:43][CH:44]=[CH:45][CH:46]=2)=[CH:37][CH:36]=1>CN(C)C(=O)C.C(OCC)(=O)C>[CH3:34][C:35]1[CH:40]=[CH:39][C:38]([C:41]2[C:42]([C:47]([NH:49][C:50]3[CH:51]=[CH:52][C:53]([C:54]([N:56]([CH3:65])[C:57]4[CH:62]=[CH:61][CH:60]=[CH:59][C:58]=4[CH:28]=[CH:8][CH2:7][CH2:6][CH2:5][C:2]([OH:4])=[O:3])=[O:55])=[CH:66][CH:67]=3)=[O:48])=[CH:43][CH:44]=[CH:45][CH:46]=2)=[CH:37][CH:36]=1 |f:0.1,2.3|. Procedure: To an ice bath cooled solution of (4-carboxybutyl)triphenylphosphonium bromide (371 mg) in N,N-dimethylacetamide (15 ml) was added potassium t-butoxide (188 mg) and the mixture was stirred at the same temperature for 30 minutes. To the resulting mixture was added 4-(4′-methylbiphenyl-2-carboxamido)-N-methyl-N-(2-formylphenyl)benzamide (250 mg) and the mixture was stirred in an ice bath for 3 hours. The mixture was diluted with ethyl acetate (40 ml) and the solution was washed successively with 1...